Dataset: the Open Reaction Database (ORD), a public repository of structured organic reaction records. Task: describe an organic reaction: reactants, conditions, products, and yield Reactants: CC(C)(C)CC1CC(C=C(Br)Br)C1, [Li]CCCC, COCNC(=O)C(CCCOCc1ccccc1)CC(=O)OC(C)(C)C, [Cl-], [NH4+], C1CCOC1. Yields the product CC(C)(C)CC1CC(C#CC(=O)C(CCCOCc2ccccc2)CC(=O)OC(C)(C)C)C1. Reaction SMILES: [Br:1][C:2](=[CH:3][CH:4]1[CH2:5][CH:6]([CH2:8][C:9]([CH3:10])([CH3:11])[CH3:12])[CH2:7]1)[Br:13].[CH2:14]([Li:15])[CH2:16][CH2:17][CH3:18].[CH2:19]([c:20]1[cH:21][cH:22][cH:23][cH:24][cH:25]1)[O:26][CH2:27][CH2:28][CH2:29][CH:30]([CH2:31][C:32](=[O:33])[O:34][C:35]([CH3:36])([CH3:37])[CH3:38])[C:39]([NH:40][CH2:41][O:42][CH3:43])=[O:44].[Cl-:45].[NH4+:46].[O:47]1[CH2:48][CH2:49][CH2:50][CH2:51]1>>[C:2](#[C:3][CH:4]1[CH2:5][CH:6]([CH2:8][C:9]([CH3:10])([CH3:11])[CH3:12])[CH2:7]1)[C:39]([CH:30]([CH2:29][CH2:28][CH2:27][O:26][CH2:19][c:20]1[cH:21][cH:22][cH:23][cH:24][cH:25]1)[CH2:31][C:32](=[O:33])[O:34][C:35]([CH3:36])([CH3:37])[CH3:38])=[O:44].